Dataset: the Open Reaction Database (ORD), a public repository of structured organic reaction records. Task: describe an organic reaction: reactants, conditions, products, and yield Starting materials: C(C)OC(=O)C=1N(C(=C(C1I)C#N)CC)C (4-cyano-5-ethyl-3-iodo-1-methyl-1H-pyrrole-2-carboxylic acid ethyl ester), BrC1=CC=C(C=C1)B(O)O (4-bromophenyl boronic acid), C(=O)([O-])[O-].[Na+].[Na+] (Na2CO3), O1CCOCC1 (dioxane), PdCl2 (PPh)4. Solvent: C(Cl)Cl (methylene chloride), O (water). Conditions: temperature 80 celsius. Product: C(C)OC(=O)C=1N(C(=C(C1C1=CC=C(C=C1)Br)C#N)CC)C (3-(4-bromo-phenyl)-4-cyano-5-ethyl-1-methyl-1H-pyrrole-2-carboxylic acid ethyl ester). Yield: 78.9%. As a reaction SMILES: [CH2:1]([O:3][C:4]([C:6]1[N:7]([CH3:16])[C:8]([CH2:14][CH3:15])=[C:9]([C:12]#[N:13])[C:10]=1I)=[O:5])[CH3:2].[Br:17][C:18]1[CH:23]=[CH:22][C:21](B(O)O)=[CH:20][CH:19]=1.C([O-])([O-])=O.[Na+].[Na+].O1CCOCC1>C(Cl)Cl.O>[CH2:1]([O:3][C:4]([C:6]1[N:7]([CH3:16])[C:8]([CH2:14][CH3:15])=[C:9]([C:12]#[N:13])[C:10]=1[C:21]1[CH:22]=[CH:23][C:18]([Br:17])=[CH:19][CH:20]=1)=[O:5])[CH3:2] |f:2.3.4|. Procedure: A mixture of 4-cyano-5-ethyl-3-iodo-1-methyl-1H-pyrrole-2-carboxylic acid ethyl ester (2.0 g, 6.0 mmol, prepared in preparation 38), 4-bromophenyl boronic acid (1.32 g, 6.6 mmol), 10 mL of Na2CO3 (2M) and 20 mL of dioxane is degassed under reduced pressure (−29 inches) for 30 minutes till no bubbles. Recharge with nitrogen. Add PdCl2 (PPh)4 (0.24 mmol). Well seal the flask and heat the mixture at 80° C. overnight. After cooling, water and methylene chloride are added to the reaction mixture. It ... The reactants are O=C=O, COc1ccc(C=O)cc1C, Cl, NO, [Na+], [OH-], O. Yields the product COc1ccc(C=NO)cc1C. RXN SMILES: [C:17](=[O:18])=[O:19].[CH3:6][O:7][c:8]1[c:9]([CH3:16])[cH:10][c:11]([CH:12]=[O:13])[cH:14][cH:15]1.[ClH:1].[NH2:2][OH:3].[Na+:5].[OH-:4].[OH2:20]>>[N:2]([OH:3])=[CH:12][c:11]1[cH:10][c:9]([CH3:16])[c:8]([O:7][CH3:6])[cH:15][cH:14]1. Reactants: ClC1=NC=NC(=C1)C1=C(C=CC=C1)F (4-chloro-6-(2-fluorophenyl)pyrimidine), C(CC#CC)O (3-pentyn-1-ol), O (water), [H-].[Na+] (sodium hydride). Solvent: CN(C=O)C (N,N-dimethylformamide). Reaction conditions: time 8 hour. The product is FC1=C(C=CC=C1)C1=NC=NC(=C1)OCCC#CC (4-(2-fluorophenyl)-6-(3-pentynyloxy)pyrimidine). Yield: 83.2%. As a reaction SMILES: Cl[C:2]1[CH:7]=[C:6]([C:8]2[CH:13]=[CH:12][CH:11]=[CH:10][C:9]=2[F:14])[N:5]=[CH:4][N:3]=1.[CH2:15]([OH:20])[CH2:16][C:17]#[C:18][CH3:19].[H-].[Na+].O>CN(C)C=O>[F:14][C:9]1[CH:10]=[CH:11][CH:12]=[CH:13][C:8]=1[C:6]1[CH:7]=[C:2]([O:20][CH2:15][CH2:16][C:17]#[C:18][CH3:19])[N:3]=[CH:4][N:5]=1 |f:2.3|. Procedure: In 10 ml of N,N-dimethylformamide were dissolved 457 mg of 4-chloro-6-(2-fluorophenyl)pyrimidine and 277 mg of 3-pentyn-1-ol, to which 132 mg of sodium hydride (60% in oil) was added, followed by stirring at room temperature for 8 hours. The reaction mixture was then poured into water and extracted three times with ethyl acetate. The organic layers were combined, washed with a saturated aqueous sodium chloride solution, dried over anhydrous magnesium sulfate, and then concentrated. The resulting...